Dataset: the Open Reaction Database (ORD), a public repository of structured organic reaction records. Task: describe an organic reaction: reactants, conditions, products, and yield Starting materials: ClC1=NC=CC(=N1)C1=C(N=C(S1)N1CCN(CC1)C(=O)OC(C)(C)C)C1=C(C(=CC=C1)NS(=O)(=O)C1=C(C=CC=C1F)F)F (1,1-dimethylethyl 4-[5-(2-chloro-4-pyrimidinyl)-4-(3-{[(2,6-difluorophenyl)sulfonyl]amino}-2-fluorophenyl)-1,3-thiazol-2-yl]-1-piperazinecarboxylate), C(=O)(C(F)(F)F)O (TFA). Run in C(Cl)Cl (DCM). The product is ClC1=NC=CC(=N1)C1=C(N=C(S1)N1CCNCC1)C=1C(=C(C=CC1)NS(=O)(=O)C1=C(C=CC=C1F)F)F (N-{3-[5-(2-Chloro-4-pyrimidinyl)-2-(1-piperazinyl)-1,3-thiazol-4-yl]-2-fluorophenyl}-2,6-difluorobenzenesulfonamide). The yield is 114.5%. RXN SMILES: [Cl:1][C:2]1[N:7]=[C:6]([C:8]2[S:12][C:11]([N:13]3[CH2:18][CH2:17][N:16](C(OC(C)(C)C)=O)[CH2:15][CH2:14]3)=[N:10][C:9]=2[C:26]2[CH:31]=[CH:30][CH:29]=[C:28]([NH:32][S:33]([C:36]3[C:41]([F:42])=[CH:40][CH:39]=[CH:38][C:37]=3[F:43])(=[O:35])=[O:34])[C:27]=2[F:44])[CH:5]=[CH:4][N:3]=1.C(O)(C(F)(F)F)=O>C(Cl)Cl>[Cl:1][C:2]1[N:7]=[C:6]([C:8]2[S:12][C:11]([N:13]3[CH2:18][CH2:17][NH:16][CH2:15][CH2:14]3)=[N:10][C:9]=2[C:26]2[C:27]([F:44])=[C:28]([NH:32][S:33]([C:36]3[C:37]([F:43])=[CH:38][CH:39]=[CH:40][C:41]=3[F:42])(=[O:35])=[O:34])[CH:29]=[CH:30][CH:31]=2)[CH:5]=[CH:4][N:3]=1. Procedure details: To 1,1-dimethylethyl 4-[5-(2-chloro-4-pyrimidinyl)-4-(3-{[(2,6-difluorophenyl)sulfonyl]amino}-2-fluorophenyl)-1,3-thiazol-2-yl]-1-piperazinecarboxylate (1.13 g, 1.694 mmol) in DCM (20 mL) was treated with TFA (20 mL) at rt for 30 min. The reaction mixture was concentrated and the residue was triturated with DCM and hexane to give (1.10 g, 95% yield) of the title compound of Step B. 1H NMR (400 MHz, DMSO-d6) d ppm 10.95 (br. s., 1H), 9.04 (br. s., 1H), 8.34 (d, J=5.5 Hz, 1H), 7.63-7.76 (m, 1H), 7...